From a dataset of the Open Reaction Database (ORD), a public repository of structured organic reaction records. describe an organic reaction: reactants, conditions, products, and yield The reactants are C(C)O[C@H](C(=O)OC)CC1=CC=C(C=C1)C1=NC(=CC=C1)N(C(=O)NCCCCCCC)C (methyl 2(S)-ethoxy-3-{4-[6-(3-heptyl-1-methylureido)pyrid-2-yl]phenyl}propanoate), O1CCCC1 (tetrahydrofuran), [OH-].[Li+] (lithium hydroxide), O (water). Run in C(C)(=O)OCC (ethyl acetate), C(C)(=O)O (acetic acid). The product is C(C)O[C@H](C(=O)O)CC1=CC=C(C=C1)C1=NC(=CC=C1)N(C(=O)NCCCCCCC)C (2(S)-ethoxy-3-{4-[6-(3-heptyl-1-methylureido)pyrid-2-yl]phenyl}propanoic acid). Isolated yield 94.4%. RXN SMILES: [CH2:1]([O:3][C@@H:4]([CH2:9][C:10]1[CH:15]=[CH:14][C:13]([C:16]2[CH:21]=[CH:20][CH:19]=[C:18]([N:22]([CH3:33])[C:23]([NH:25][CH2:26][CH2:27][CH2:28][CH2:29][CH2:30][CH2:31][CH3:32])=[O:24])[N:17]=2)=[CH:12][CH:11]=1)[C:5]([O:7]C)=[O:6])[CH3:2].O1CCCC1.[OH-].[Li+].O>C(O)(=O)C.C(OCC)(=O)C>[CH2:1]([O:3][C@@H:4]([CH2:9][C:10]1[CH:15]=[CH:14][C:13]([C:16]2[CH:21]=[CH:20][CH:19]=[C:18]([N:22]([CH3:33])[C:23]([NH:25][CH2:26][CH2:27][CH2:28][CH2:29][CH2:30][CH2:31][CH3:32])=[O:24])[N:17]=2)=[CH:12][CH:11]=1)[C:5]([OH:7])=[O:6])[CH3:2] |f:2.3|. Reported procedure: 1.1 g (2.4 mmol) of methyl 2(S)-ethoxy-3-{4-[6-(3-heptyl-1-methylureido)pyrid-2-yl]phenyl}propanoate, 20 ml of tetrahydrofuran and 3.6 ml (3.6 mmol) of aqueous 1M lithium hydroxide solution are stirred at room temperature for 5 hours. After addition of water and ethyl acetate, the reaction medium is acidified to pH 5.5 with aqueous 1N acetic acid solution. The organic phase is washed with water, dried over magnesium sulfate, filtered and evaporated. 1 g (95%) of 2(S)-ethoxy-3-{4-[6-(3-heptyl-1-m... Starting materials: CC1(C)CCC(C(=O)O)c2ccccc21, ClP(Cl)Cl, Cl. The product is CC1(C)CCC(C(=O)O)c2ccccc21, [Cl-]. RXN SMILES: [CH3:1][C:2]1([CH3:15])[CH2:3][CH2:4][CH:5]([C:12](=[O:13])[OH:14])[c:6]2[cH:7][cH:8][cH:9][cH:10][c:11]21.[Cl:16][P:17]([Cl:18])[Cl:19].[ClH:20]>>[CH3:1][C:2]1([CH3:15])[CH2:3][CH2:4][CH:5]([C:12](=[O:13])[OH:14])[c:6]2[cH:7][cH:8][cH:9][cH:10][c:11]21.[Cl-:16]. The reactants are CCNCCN(CC)CC, CC(C)=O, O=C(Cl)N1CCC(Oc2cc(Cl)cc(Cl)c2)C1, C1CCOC1, O=C(O)C(=O)O. Yields the product CCN(CC)CCN(CC)C(=O)N1CCC(Oc2cc(Cl)cc(Cl)c2)C1. Reaction SMILES: [CH2:18]([CH3:19])[N:20]([CH2:21][CH2:22][NH:23][CH2:24][CH3:25])[CH2:26][CH3:27].[CH3:39][C:40](=[O:41])[CH3:42].[Cl:1][c:2]1[cH:3][c:4]([O:5][CH:6]2[CH2:7][N:8]([C:11](=[O:12])[Cl:13])[CH2:9][CH2:10]2)[cH:14][c:15]([Cl:17])[cH:16]1.[O:34]1[CH2:35][CH2:36][CH2:37][CH2:38]1.[OH:28][C:29]([C:30](=[O:31])[OH:32])=[O:33]>>[Cl:1][c:2]1[cH:3][c:4]([O:5][CH:6]2[CH2:7][N:8]([C:11](=[O:12])[N:23]([CH2:22][CH2:21][N:20]([CH2:18][CH3:19])[CH2:26][CH3:27])[CH2:24][CH3:25])[CH2:9][CH2:10]2)[cH:14][c:15]([Cl:17])[cH:16]1. The reactants are ClC1=C2N(C=3C=CC=CC13)C(OC1=C2C=C(C=C1)B1OC(C(O1)(C)C)(C)C)C1CC1 (12-chloro-6-cyclopropyl-2-(4,4,5,5-tetramethyl-1,3,2-dioxaborolan-2-yl)-6H-benzo[5,6][1,3]oxazino[3,4-a]indole), BrC=1C(=CC2=C(C(=C(O2)C2=CC=C(C=C2)F)C(=O)NC)C1)N(S(=O)(=O)C)C (5-bromo-2-(4-fluorophenyl)-N-methyl-6-(N-methylmethylsulfonamido)benzofuran-3-carboxamide), K3PO4-3H2O. Reagents/catalysts: C1=CC=C(C=C1)P([C-]2C=CC=C2)C3=CC=CC=C3.C1=CC=C(C=C1)P([C-]2C=CC=C2)C3=CC=CC=C3.Cl[Pd]Cl.[Fe+2] (Pd(dppf)Cl2). Solvent: CN(C)C=O (DMF). Reaction conditions: temperature 100 celsius. Yields the product ClC1=C2N(C=3C=CC=CC13)C(OC1=C2C=C(C=C1)C=1C(=CC2=C(C(=C(O2)C2=CC=C(C=C2)F)C(=O)NC)C1)N(S(=O)(=O)C)C)C1CC1 (5-(12-chloro-6-cyclopropyl-6H-benzo[5,6][1,3]oxazino[3,4-a]indol-2-yl)-2-(4-fluorophenyl)-N-methyl-6-(N-methylmethylsulfonamido)benzofuran-3-carboxamide). The yield is 52.2%. As a reaction SMILES: [Cl:1][C:2]1[C:10]2[CH:9]=[CH:8][CH:7]=[CH:6][C:5]=2[N:4]2[CH:11]([CH:28]3[CH2:30][CH2:29]3)[O:12][C:13]3[CH:18]=[CH:17][C:16](B4OC(C)(C)C(C)(C)O4)=[CH:15][C:14]=3[C:3]=12.Br[C:32]1[C:33]([N:52]([CH3:57])[S:53]([CH3:56])(=[O:55])=[O:54])=[CH:34][C:35]2[O:39][C:38]([C:40]3[CH:45]=[CH:44][C:43]([F:46])=[CH:42][CH:41]=3)=[C:37]([C:47]([NH:49][CH3:50])=[O:48])[C:36]=2[CH:51]=1>CN(C=O)C.C1C=CC(P(C2C=CC=CC=2)[C-]2C=CC=C2)=CC=1.C1C=CC(P(C2C=CC=CC=2)[C-]2C=CC=C2)=CC=1.Cl[Pd]Cl.[Fe+2]>[Cl:1][C:2]1[C:10]2[CH:9]=[CH:8][CH:7]=[CH:6][C:5]=2[N:4]2[CH:11]([CH:28]3[CH2:30][CH2:29]3)[O:12][C:13]3[CH:18]=[CH:17][C:16]([C:32]4[C:33]([N:52]([CH3:57])[S:53]([CH3:56])(=[O:55])=[O:54])=[CH:34][C:35]5[O:39][C:38]([C:40]6[CH:45]=[CH:44][C:43]([F:46])=[CH:42][CH:41]=6)=[C:37]([C:47]([NH:49][CH3:50])=[O:48])[C:36]=5[CH:51]=4)=[CH:15][C:14]=3[C:3]=12 |f:3.4.5.6|. Procedure: A mixture of 12-chloro-6-cyclopropyl-2-(4,4,5,5-tetramethyl-1,3,2-dioxaborolan-2-yl)-6H-benzo[5,6][1,3]oxazino[3,4-a]indole (40 mg, 0.10 mmol), 5-bromo-2-(4-fluorophenyl)-N-methyl-6-(N-methylmethylsulfonamido)benzofuran-3-carboxamide (45 mg, 0.10 mmol), K3PO4-3H2O (80 mg, 0.30 mmol) and Pd(dppf)Cl2 (7 mg, 0.01 mmol) in 2 mL of DMF was heated in a sealed tube under microwave condition at 100° C. for 20 minutes, and then the mixture was purified using prep-HPLC to provide Compound 131 (35 mg, yiel... Starting materials: CC(Cl)c1cccnc1, NCCN1CCC(c2ccccc2)C1. Reagents/catalysts: O=C([O-])[O-].[Cs+].[Cs+] (cesium carbonate), [I-].[K+] (potassium iodide). Solvent: CN(C)C=O (DMF), CN(C)C=O (dmf), CN(C)C=O (DMF). Run at temperature 70 celsius, time 16 hour. The product is CC(NCCN1CCC(c2ccccc2)C1)c1cccnc1. The reactants are O=c1n(CCCCl)nc(CCc2cc(C(F)(F)F)cc(C(F)(F)F)c2)n1Cc1ccccc1, [N-]=[N+]=[N-], [Na+], CN(C)C=O, O. Product: NCCCn1nc(CCc2cc(C(F)(F)F)cc(C(F)(F)F)c2)n(Cc2ccccc2)c1=O. As a reaction SMILES: [F:1][C:2]([c:3]1[cH:4][c:5]([CH2:6][CH2:7][c:8]2[n:9][n:10]([CH2:21][CH2:22][CH2:23][Cl:24])[c:11](=[O:20])[n:12]2[CH2:13][c:14]2[cH:15][cH:16][cH:17][cH:18][cH:19]2)[cH:25][c:26]([C:28]([F:29])([F:30])[F:31])[cH:27]1)([F:32])[F:33].[N-:35]=[N+:36]=[N-:37].[Na+:34].[O:38]=[CH:39][N:40]([CH3:41])[CH3:42].[OH2:43]>>[F:1][C:2]([c:3]1[cH:4][c:5]([CH2:6][CH2:7][c:8]2[n:9][n:10]([CH2:21][CH2:22][CH2:23][NH2:35])[c:11](=[O:20])[n:12]2[CH2:13][c:14]2[cH:15][cH:16][cH:17][cH:18][cH:19]2)[cH:25][c:26]([C:28]([F:29])([F:30])[F:31])[cH:27]1)([F:32])[F:33]. Reactants: ClC1=CC(=CC(=C1C=O)O)OC1OCCCC1 (6-chloro-2-hydroxy-4-(tetrahydro-pyran-2-yloxy)benzaldehyde), N1=CC=CC=C1 (pyridine), O(S(=O)(=O)C(F)(F)F)S(=O)(=O)C(F)(F)F (Tf2O). The solvent is C(Cl)Cl (DCM). Run at temperature 0 celsius, time 2 hour. The product is FC(S(=O)(=O)OC1=C(C(=CC(=C1)OC1OCCCC1)Cl)C=O)(F)F (3-Chloro-2-formyl-5-(tetrahydro-2H-pyran-2-yloxy)phenyl trifluoromethanesulfonate). Isolated yield 66.0%. As a reaction SMILES: [Cl:1][C:2]1[C:7]([CH:8]=[O:9])=[C:6]([OH:10])[CH:5]=[C:4]([O:11][CH:12]2[CH2:17][CH2:16][CH2:15][CH2:14][O:13]2)[CH:3]=1.N1C=CC=CC=1.[O:24](S(C(F)(F)F)(=O)=O)[S:25]([C:28]([F:31])([F:30])[F:29])(=O)=[O:26]>C(Cl)Cl>[F:29][C:28]([F:31])([F:30])[S:25]([O:10][C:6]1[CH:5]=[C:4]([O:11][CH:12]2[CH2:17][CH2:16][CH2:15][CH2:14][O:13]2)[CH:3]=[C:2]([Cl:1])[C:7]=1[CH:8]=[O:9])(=[O:26])=[O:24]. Procedure: To a mixture of 6-chloro-2-hydroxy-4-(tetrahydro-pyran-2-yloxy)benzaldehyde (10.5 g, 40.9 mmol) and pyridine (14.6 mL, 0.20 mol) in DCM (150 mL) cooled at −10˜0° C. was added Tf2O (10.3 mL, 61.2 mmol) dropwise. The reaction mixture was stirred at 0° C. for an additional 2 h and quenched with cold brine (40 mL). The resulting mixture was extracted with EtOAc (2×50 mL). The combined organic layers were dried over anhydrous Na2SO4 and concentrated in vacuo. The residue was purified by column chroma...